The task is: describe an organic reaction: reactants, conditions, products, and yield. This data is from the Open Reaction Database (ORD), a public repository of structured organic reaction records. Reactants: O=C([O-])[O-], CN(C)C=O, Cl, [Cs+], [Cs+], O=C1CCc2c(F)ccnc2N1, O, O=C(O)c1cnc2ccc(O)cc2c1. The product is O=C1CCc2c(Oc3ccc4ncc(C(=O)O)cc4c3)ccnc2N1. Reaction SMILES: [C:27](=[O:28])([O-:29])[O-:30].[CH3:35][N:36]([CH3:37])[CH:38]=[O:39].[ClH:33].[Cs+:31].[Cs+:32].[F:1][c:2]1[c:3]2[c:8]([n:9][cH:10][cH:11]1)[NH:7][C:6](=[O:12])[CH2:5][CH2:4]2.[OH2:34].[OH:13][c:14]1[cH:15][c:16]2[cH:17][c:18]([C:24](=[O:25])[OH:26])[cH:19][n:20][c:21]2[cH:22][cH:23]1>>[c:2]1([O:13][c:14]2[cH:15][c:16]3[cH:17][c:18]([C:24](=[O:25])[OH:26])[cH:19][n:20][c:21]3[cH:22][cH:23]2)[c:3]2[c:8]([n:9][cH:10][cH:11]1)[NH:7][C:6](=[O:12])[CH2:5][CH2:4]2. Reactants: N#Cc1snc(Cl)c1Cl, COS(=O)(=O)F. The product is C[n+]1sc(C#N)c(Cl)c1Cl, O=S(=O)([O-])F. RXN SMILES: [C:1](#[N:2])[c:3]1[c:4]([Cl:9])[c:5]([Cl:8])[n:6][s:7]1.[F:10][S:11](=[O:12])(=[O:13])[O:14][CH3:15]>>[C:1](#[N:2])[c:3]1[c:4]([Cl:9])[c:5]([Cl:8])[n+:6]([CH3:15])[s:7]1.[F:10][S:11](=[O:12])(=[O:13])[O-:14]. Starting materials: NCC12CC3CC(CC(C3)C1)C2, CCOC(=O)c1cc2c(C(=O)O)cccn2n1, CCOC(C)=O, CCN(C(C)C)C(C)C, CN(C)C=O. Yields the product CCOC(=O)c1cc2c(C(=O)NCC34CC5CC(CC(C5)C3)C4)cccn2n1. RXN SMILES: [C:18]12([CH2:28][NH2:29])[CH2:19][CH:20]3[CH2:21][CH:22]([CH2:23][CH:24]([CH2:25]1)[CH2:26]3)[CH2:27]2.[CH3:1][CH2:2][O:3][C:4](=[O:5])[c:6]1[n:7][n:8]2[c:9]([c:10]([C:14](=[O:15])[OH:16])[cH:11][cH:12][cH:13]2)[cH:17]1.[CH3:44][CH2:45][O:46][C:47]([CH3:48])=[O:49].[CH:30]([N:31]([CH2:32][CH3:33])[CH:34]([CH3:35])[CH3:36])([CH3:37])[CH3:38].[O:39]=[CH:40][N:41]([CH3:42])[CH3:43]>>[CH3:1][CH2:2][O:3][C:4](=[O:5])[c:6]1[n:7][n:8]2[c:9]([c:10]([C:14](=[O:16])[NH:29][CH2:28][C:18]34[CH2:19][CH:20]5[CH2:21][CH:22]([CH2:23][CH:24]([CH2:25]3)[CH2:26]5)[CH2:27]4)[cH:11][cH:12][cH:13]2)[cH:17]1. The reactants are [Cl-].[Al+3].[Cl-].[Cl-] (aluminium chloride), ice, Ice water, C(C)(=O)Cl (acetylchloride), C(C)C=1C=CC(=C(C1)C1=CC=C(C=C1)OC)OC (5-ethyl-2,4'-dimethoxybiphenyl). Run in ClCCCl (1,2-dichloroethane). Run at time 1 hour. The product is C(C)(=O)C=1C=C(C=CC1O)C1=C(C=CC(=C1)CC)OC (3'-acetyl-5-ethyl-4'-hydroxy-2-methoxybiphenyl). Reaction SMILES: [Cl-].[Al+3].[Cl-].[Cl-].[C:5](Cl)(=[O:7])[CH3:6].[CH2:9]([C:11]1[CH:12]=[CH:13][C:14]([O:25][CH3:26])=[C:15]([C:17]2[CH:22]=[CH:21][C:20]([O:23]C)=[CH:19][CH:18]=2)[CH:16]=1)[CH3:10]>ClCCCl>[C:5]([C:21]1[CH:22]=[C:17]([C:15]2[CH:16]=[C:11]([CH2:9][CH3:10])[CH:12]=[CH:13][C:14]=2[O:25][CH3:26])[CH:18]=[CH:19][C:20]=1[OH:23])(=[O:7])[CH3:6] |f:0.1.2.3|. Procedure: A mixture was prepared by suspending 5.0 g of aluminium chloride into 25 ml of 1,2-dichloroethane. The mixture was added 1.0 ml of acetylchloride, stirred for 1 hour at room temperature. The reaction mixture, wherein 2.4 g of 5-ethyl-2,4'-dimethoxybiphenyl was added, was stirred for 2 hours with cooling by the ice bath and stirred from further 2 hours at room temperature. Ice water was added into the reaction mixture, and extracted with chloroform. The extract was washed with 10% water solution ... The reactants are S1C=CC2=C1C=CC=C2CCOCCN2CC(CC2)O (1-(2-(2-(1-benzothiophene-4-yl)ethoxy)ethyl)-3-pyrrolidinol), Cl (hydrogen chloride). Run in C(C)(=O)OCC (ethyl acetate), C(C)(=O)OCC (ethyl acetate). Run at time 1 hour. The product is Cl.S1C=CC2=C1C=CC=C2CCOCCN2CC(CC2)O (1-(2-(2-(1-benzothiophene-4-yl)ethoxy)ethyl)-3-pyrrolidinol hydrochloride). RXN SMILES: [S:1]1[C:5]2[CH:6]=[CH:7][CH:8]=[C:9]([CH2:10][CH2:11][O:12][CH2:13][CH2:14][N:15]3[CH2:19][CH2:18][CH:17]([OH:20])[CH2:16]3)[C:4]=2[CH:3]=[CH:2]1.[ClH:21]>C(OCC)(=O)C>[ClH:21].[S:1]1[C:5]2[CH:6]=[CH:7][CH:8]=[C:9]([CH2:10][CH2:11][O:12][CH2:13][CH2:14][N:15]3[CH2:19][CH2:18][CH:17]([OH:20])[CH2:16]3)[C:4]=2[CH:3]=[CH:2]1 |f:3.4|. Procedure: 0.63 g of 1-(2-(2-(1-benzothiophene-4-yl)ethoxy)ethyl)-3-pyrrolidinol was dissolved in 5.0 ml of ethyl acetate. Thereafter, 0.80 ml of an ethyl acetate solution containing 3.25 mol/l dry hydrogen chloride was added to the obtained solution. The mixture was stirred at a room temperature for 1 hour and then at 5° C. for 1 hour. Thereafter, precipitated crystals were collected by filtration. The precipitated crystals were washed with ethyl acetate and then dried, so as to obtain 0.43 g of an achrom... The reactants are CCN1CCOCC1, CCOC(C)=O, C(=NC1CCCCC1)=NC1CCCCC1, CC(C)(C)NC(=O)C1CC2CCCCC2CN1CC(O)C(Cc1ccccc1)NC(=O)C(N)CC(N)=O, C1CCOC1, O=C(O)c1ccc2ccccc2n1, Oc1cccc2[nH]nnc12. The product is CC(C)(C)NC(=O)C1CC2CCCCC2CN1CC(O)C(Cc1ccccc1)NC(=O)C(CC(N)=O)NC(=O)c1ccc2ccccc2n1. Reaction SMILES: [CH2:61]([N:62]1[CH2:63][CH2:64][O:65][CH2:66][CH2:67]1)[CH3:68].[CH3:89][CH2:90][O:91][C:92](=[O:93])[CH3:94].[CH:69]1([N:70]=[C:71]=[N:72][CH:73]2[CH2:74][CH2:75][CH2:76][CH2:77][CH2:78]2)[CH2:79][CH2:80][CH2:81][CH2:82][CH2:83]1.[NH2:1][CH:2]([CH2:3][C:4]([NH2:5])=[O:6])[C:7](=[O:8])[NH:9][CH:10]([CH:11]([CH2:12][N:13]1[CH2:14][CH:15]2[CH2:16][CH2:17][CH2:18][CH2:19][CH:20]2[CH2:21][CH:22]1[C:23](=[O:24])[NH:25][C:26]([CH3:27])([CH3:28])[CH3:29])[OH:30])[CH2:31][c:32]1[cH:33][cH:34][cH:35][cH:36][cH:37]1.[O:84]1[CH2:85][CH2:86][CH2:87][CH2:88]1.[OH:38][C:39](=[O:40])[c:41]1[cH:42][cH:43][c:44]2[cH:45][cH:46][cH:47][cH:48][c:49]2[n:50]1.[OH:51][c:52]1[c:53]2[n:54][n:55][nH:56][c:57]2[cH:58][cH:59][cH:60]1>>[NH:1]([CH:2]([CH2:3][C:4]([NH2:5])=[O:6])[C:7](=[O:8])[NH:9][CH:10]([CH:11]([CH2:12][N:13]1[CH2:14][CH:15]2[CH2:16][CH2:17][CH2:18][CH2:19][CH:20]2[CH2:21][CH:22]1[C:23](=[O:24])[NH:25][C:26]([CH3:27])([CH3:28])[CH3:29])[OH:30])[CH2:31][c:32]1[cH:33][cH:34][cH:35][cH:36][cH:37]1)[C:39](=[O:38])[c:41]1[cH:42][cH:43][c:44]2[cH:45][cH:46][cH:47][cH:48][c:49]2[n:50]1. Starting materials: C(=O)(O)CCCN1N=NN=C1S (1-(3-carboxypropyl)tetrazole-5-thiol), C(=O)(O)CN1N=NN=C1S (1-carboxymethyltetrazole-5-thiol). Yields the product C(N)(=O)CCCN1N=NN=C1S (1-(3-carbamoylpropyl)tetrazole-5-thiol). RXN SMILES: [C:1]([CH2:4][CH2:5][CH2:6][N:7]1[C:11]([SH:12])=[N:10][N:9]=[N:8]1)(O)=[O:2].C(C[N:17]1C(S)=NN=N1)(O)=O>>[C:1]([CH2:4][CH2:5][CH2:6][N:7]1[C:11]([SH:12])=[N:10][N:9]=[N:8]1)(=[O:2])[NH2:17]. Procedure: When an equivalent amount of 1-(3-carboxypropyl)tetrazole-5-thiol was substituted in the procedure of Example 5 for 1-carboxymethyltetrazole-5-thiol, 1-(3-carbamoylpropyl)tetrazole-5-thiol was obtained, m.p. 133°-136°.